Task: describe an organic reaction: reactants, conditions, products, and yield. Dataset: the Open Reaction Database (ORD), a public repository of structured organic reaction records Starting materials: [H-].[Na+] (NaH), C(C)(=O)NC(=N)N (1-Acetylguanidine), C(C1=CC=CC=C1)OC(=O)N1C(CCC1)C(=S)OCC (2-ethoxythiocarbonyl-pyrrolidine-1-carboxylic acid benzyl ester). Run in C1CCOC1 (THF), C1CCOC1 (THF). Conditions: temperature 0 celsius, time 12 hour. The product is C(C1=CC=CC=C1)OC(=O)N1C(CCC1)C(=S)NC(=NC(C)=O)N (2-(N′-acetyl-guanidinocarbothioyl)-pyrrolidine-1-carboxylic acid benzyl ester). The yield is 55.8%. Reaction SMILES: [C:1]([NH:4][C:5]([NH2:7])=[NH:6])(=[O:3])[CH3:2].[H-].[Na+].[CH2:10]([O:17][C:18]([N:20]1[CH2:24][CH2:23][CH2:22][CH:21]1[C:25](OCC)=[S:26])=[O:19])[C:11]1[CH:16]=[CH:15][CH:14]=[CH:13][CH:12]=1>C1COCC1>[CH2:10]([O:17][C:18]([N:20]1[CH2:24][CH2:23][CH2:22][CH:21]1[C:25]([NH:6][C:5]([NH2:7])=[N:4][C:1](=[O:3])[CH3:2])=[S:26])=[O:19])[C:11]1[CH:12]=[CH:13][CH:14]=[CH:15][CH:16]=1 |f:1.2|. Procedure details: 1-Acetylguanidine (7.20 g, 71.0 mmol) was dissolved in THF (100 mL). The solution was cooled to 0° C. and NaH (1.90 g, 80.0 mmol) was added to the reaction in small batches over 5 mins. Next, 2-ethoxythiocarbonyl-pyrrolidine-1-carboxylic acid benzyl ester (19.6 g, 66.9 mmol) in THF (50 mL) was added to the reaction dropwise over 30 minutes while maintaining the temperature between 0-5° C. The reaction was allowed to return to room temperature, while stirring an additional 12 hours. The product w... Reactants: CCOC(C)=O, CC#N, CCCCC, ClC=CCCl, [H-], [Na+], CN(C)C=O, Cc1cc(O)nc(Oc2cc(C(F)(F)F)nn2C)c1. Yields the product Cc1cc(OCC=CCl)nc(Oc2cc(C(F)(F)F)nn2C)c1. Reaction SMILES: [C:35]([O:36][CH2:37][CH3:38])(=[O:39])[CH3:40].[CH3:27][C:28]#[N:29].[CH3:41][CH2:42][CH2:43][CH2:44][CH3:45].[Cl:22][CH:23]=[CH:24][CH2:25][Cl:26].[H-:21].[Na+:20].[O:30]=[CH:31][N:32]([CH3:33])[CH3:34].[OH:1][c:2]1[cH:3][c:4]([CH3:19])[cH:5][c:6]([O:8][c:9]2[cH:10][c:11]([C:15]([F:16])([F:17])[F:18])[n:12][n:13]2[CH3:14])[n:7]1>>[O:1]([c:2]1[cH:3][c:4]([CH3:19])[cH:5][c:6]([O:8][c:9]2[cH:10][c:11]([C:15]([F:16])([F:17])[F:18])[n:12][n:13]2[CH3:14])[n:7]1)[CH2:25][CH:24]=[CH:23][Cl:22]. Starting materials: CON(C)C(=O)c1cn(-c2cccc(-c3cccnc3F)c2)cn1, c1ccoc1. The product is O=C(c1cn(-c2cccc(-c3cccnc3F)c2)cn1)c1ccco1. RXN SMILES: [CH3:1][O:2][N:3]([C:4](=[O:5])[c:6]1[n:7][cH:8][n:9](-[c:11]2[cH:12][c:13](-[c:17]3[c:18]([F:23])[n:19][cH:20][cH:21][cH:22]3)[cH:14][cH:15][cH:16]2)[cH:10]1)[CH3:24].[o:25]1[cH:26][cH:27][cH:28][cH:29]1>>[C:4](=[O:5])([c:6]1[n:7][cH:8][n:9](-[c:11]2[cH:12][c:13](-[c:17]3[c:18]([F:23])[n:19][cH:20][cH:21][cH:22]3)[cH:14][cH:15][cH:16]2)[cH:10]1)[c:26]1[o:25][cH:29][cH:28][cH:27]1. Reactants: CS(C)=O, N#Cc1ccc(F)cc1C(F)(F)F, [K+], [K+], CC(O)C(N)C(=O)O, O=C([O-])[O-]. The product is CC(O)C(Nc1ccc(C#N)c(C(F)(F)F)c1)C(=O)O. As a reaction SMILES: [CH3:28][S:29]([CH3:30])=[O:31].[F:15][c:16]1[cH:17][c:18]([C:24]([F:25])([F:26])[F:27])[c:19]([C:20]#[N:21])[cH:22][cH:23]1.[K+:10].[K+:9].[NH2:1][CH:2]([CH:3]([OH:4])[CH3:5])[C:6](=[O:7])[OH:8].[O-:11][C:12]([O-:13])=[O:14]>>[NH:1]([CH:2]([CH:3]([OH:4])[CH3:5])[C:6](=[O:7])[OH:8])[c:16]1[cH:17][c:18]([C:24]([F:25])([F:26])[F:27])[c:19]([C:20]#[N:21])[cH:22][cH:23]1. Starting materials: CS(=O)(=O)CCCN1CCNCC1, CCOc1ccccc1C1=NC(C)(c2ccc(Cl)cc2)C(C)(c2ccc(Cl)cc2)N1C(=O)Cl, Cl, Cl. The product is CCOc1ccccc1C1=NC(C)(c2ccc(Cl)cc2)C(C)(c2ccc(Cl)cc2)N1C(=O)N1CCN(CCCS(C)(=O)=O)CC1. Reaction SMILES: [CH3:36][S:37](=[O:38])(=[O:39])[CH2:40][CH2:41][CH2:42][N:43]1[CH2:44][CH2:45][NH:46][CH2:47][CH2:48]1.[Cl:1][c:2]1[cH:3][cH:4][c:5]([C:8]2([CH3:33])[N:9]=[C:10]([c:24]3[c:25]([O:30][CH2:31][CH3:32])[cH:26][cH:27][cH:28][cH:29]3)[N:11]([C:21](=[O:22])[Cl:23])[C:12]2([CH3:13])[c:14]2[cH:15][cH:16][c:17]([Cl:20])[cH:18][cH:19]2)[cH:6][cH:7]1.[ClH:34].[ClH:35]>>[Cl:1][c:2]1[cH:3][cH:4][c:5]([C:8]2([CH3:33])[N:9]=[C:10]([c:24]3[c:25]([O:30][CH2:31][CH3:32])[cH:26][cH:27][cH:28][cH:29]3)[N:11]([C:21](=[O:22])[N:46]3[CH2:45][CH2:44][N:43]([CH2:42][CH2:41][CH2:40][S:37]([CH3:36])(=[O:38])=[O:39])[CH2:48][CH2:47]3)[C:12]2([CH3:13])[c:14]2[cH:15][cH:16][c:17]([Cl:20])[cH:18][cH:19]2)[cH:6][cH:7]1. Starting materials: BrCCO\N=C(/C(=O)OCC)\C=1N=C(SC1)NC(C1=CC=CC=C1)(C1=CC=CC=C1)C1=CC=CC=C1 (2-(tritylamino)-4-thiazoleglyoxylic acid ethyl ester (Z)-O-(2-bromoethyl) oxime), [N-]=[N+]=[N-].[Na+] (sodium azide). Run in CN(C=O)C (N,N-dimethylformamide). Reaction conditions: temperature 20 celsius. Product: N(=[N+]=[N-])CCO\N=C(/C(=O)OCC)\C=1N=C(SC1)NC(C1=CC=CC=C1)(C1=CC=CC=C1)C1=CC=CC=C1 (2-(tritylamino)-4-thiazoleglyoxylic acid ethyl ester (Z)-O-(2-azido-ethyl) oxime). Reaction SMILES: Br[CH2:2][CH2:3][O:4]/[N:5]=[C:6](/[C:12]1[N:13]=[C:14]([NH:17][C:18]([C:31]2[CH:36]=[CH:35][CH:34]=[CH:33][CH:32]=2)([C:25]2[CH:30]=[CH:29][CH:28]=[CH:27][CH:26]=2)[C:19]2[CH:24]=[CH:23][CH:22]=[CH:21][CH:20]=2)[S:15][CH:16]=1)\[C:7]([O:9][CH2:10][CH3:11])=[O:8].[N-:37]=[N+:38]=[N-:39].[Na+]>CN(C)C=O>[N:37]([CH2:2][CH2:3][O:4]/[N:5]=[C:6](/[C:12]1[N:13]=[C:14]([NH:17][C:18]([C:31]2[CH:36]=[CH:35][CH:34]=[CH:33][CH:32]=2)([C:25]2[CH:30]=[CH:29][CH:28]=[CH:27][CH:26]=2)[C:19]2[CH:24]=[CH:23][CH:22]=[CH:21][CH:20]=2)[S:15][CH:16]=1)\[C:7]([O:9][CH2:10][CH3:11])=[O:8])=[N+:38]=[N-:39] |f:1.2|. Procedure details: A solution of 17.5 g of 2-(tritylamino)-4-thiazoleglyoxylic acid ethyl ester (Z)-O-(2-bromoethyl) oxime and 5 g of sodium azide in 200 ml of N,N-dimethylformamide was stirred at 50° C. for 15 hours. The reaction solution was cooled to 20° C. and partitioned between ethyl acetate and water. The organic phase was dried over sodium sulphate and the solvent was removed in a vacuum. Crude 2-(tritylamino)-4-thiazoleglyoxylic acid ethyl ester (Z)-O-(2-azido-ethyl) oxime was obtained as an oil. The reactants are N1=C(C=CC=C1)C=O (2-pyridinecarboxaldehyde), C1(=C(C=CC=C1)C(N)C1=C(C=CC=C1)C)C (di-o-tolylmethanamine), O (water). Run in C(Cl)Cl (CH2Cl2). Product: N1=C(C=CC=C1)\C=N\C(C1=C(C=CC=C1)C)C1=C(C=CC=C1)C ((E)-N-(Pyridin-2-ylmethylene)-1,1-dio-tolylmethanamine). As a reaction SMILES: [N:1]1[CH:6]=[CH:5][CH:4]=[CH:3][C:2]=1[CH:7]=O.[C:9]1([CH3:24])[CH:14]=[CH:13][CH:12]=[CH:11][C:10]=1[CH:15]([C:17]1[CH:22]=[CH:21][CH:20]=[CH:19][C:18]=1[CH3:23])[NH2:16].O>C(Cl)Cl>[N:1]1[CH:6]=[CH:5][CH:4]=[CH:3][C:2]=1/[CH:7]=[N:16]/[CH:15]([C:10]1[CH:11]=[CH:12][CH:13]=[CH:14][C:9]=1[CH3:24])[C:17]1[CH:22]=[CH:21][CH:20]=[CH:19][C:18]=1[CH3:23]. Reported procedure: In air, 2-pyridinecarboxaldehyde (36.0 mg, 32.0 μL, 0.336 mmol, 1.00 equiv) was added to a solution of di-o-tolylmethanamine (73.1 mg, 0.346 mmol, 1.03 equiv) in CH2Cl2 (5 mL). After heating at reflux for 30 min with azeotropic removal of water using a Dean-Stark trap, the reaction mixture was concentrated under reduced pressure and dried under high vacuum to give ligand (L-3), (E)-N-(Pyridin-2-ylmethylene)-1,1-dio-tolylmethanamine, as a yellow oil (0.102 g, 98% yield). Reactants: O=C1C=2C=CN=CC2C=2C3=C(N=C(C12)OS(=O)(=O)C1=CC=C(C=C1)C)C=CC=C3 (toluene-4-sulfonic acid 7-oxo-7H-5,10-diaza-benzo[c]fluoren-6-yl ester), NCCN(CCCN(C)CCN)C (N,N′-bis-(2-amino-ethyl)-N,N′-dimethyl-propane-1,3-diamine). Yields the product CN(CCNC1=NC2=C(C=3C=4C=NC=CC4C(C13)=O)C=CC=C2)CCCN(CCNC2=NC1=C(C=3C=4C=NC=CC4C(C23)=O)C=CC=C1)C (6-{2-[methyl-(3-{methyl-[2-(7-oxo-7H-5,10-diaza-benzo[c]fluoren-6-ylamino)-ethyl]-amino}-propyl)-amino]-ethylamino}-5,10-diaza-benzo[c]fluoren-7-one). RXN SMILES: [O:1]=[C:2]1[C:14]2[C:13](OS(C3C=CC(C)=CC=3)(=O)=O)=[N:12][C:11]3[CH:26]=[CH:27][CH:28]=[CH:29][C:10]=3[C:9]=2[C:8]2[CH:7]=[N:6][CH:5]=[CH:4][C:3]1=2.[NH2:30][CH2:31][CH2:32][N:33]([CH3:42])[CH2:34][CH2:35][CH2:36][N:37]([CH2:39][CH2:40][NH2:41])[CH3:38]>>[CH3:38][N:37]([CH2:36][CH2:35][CH2:34][N:33]([CH3:42])[CH2:32][CH2:31][NH:30][C:13]1[C:14]2[C:2](=[O:1])[C:3]3[CH:4]=[CH:5][N:6]=[CH:7][C:8]=3[C:9]=2[C:10]2[CH:29]=[CH:28][CH:27]=[CH:26][C:11]=2[N:12]=1)[CH2:39][CH2:40][NH:41][C:13]1[C:14]2[C:2](=[O:1])[C:3]3[CH:4]=[CH:5][N:6]=[CH:7][C:8]=3[C:9]=2[C:10]2[CH:29]=[CH:28][CH:27]=[CH:26][C:11]=2[N:12]=1. Reported procedure: In a similar manner to Example 4, this compound was obtained starting from toluene-4-sulfonic acid 7-oxo-7H-5,10-diaza-benzo[c]fluoren-6-yl ester (the compound of Reference Example 6c-1) and N,N′-bis-(2-amino-ethyl)-N,N′-dimethyl-propane-1,3-diamine. The desired product was obtained as a reddish powder.